describe an organic reaction: reactants, conditions, products, and yield From a dataset of the Open Reaction Database (ORD), a public repository of structured organic reaction records. The reactants are OCCN1C(C2=CC=CC(=C2C=C1)[N+](=O)[O-])=O (2-(2-Hydroxyethyl)-5-nitroisoquinolin-1(2H)-one), C(C)(C)N(C(C)C)CC (N,N-diisopropylethylamine), C(C)(=O)Cl (acetyl chloride). Solvent: ClCCl (dichloromethane), CN(C=O)C (dimethylformamide). Conditions: time 30 minute. Product: C(C)(=O)OCCN1C(C2=CC=CC(=C2C=C1)[N+](=O)[O-])=O (2-(5-Nitro-1-oxoisoquinolin-2(1H)-yl)ethyl acetate). Isolated yield 99.7%. As a reaction SMILES: [OH:1][CH2:2][CH2:3][N:4]1[CH:13]=[CH:12][C:11]2[C:6](=[CH:7][CH:8]=[CH:9][C:10]=2[N+:14]([O-:16])=[O:15])[C:5]1=[O:17].C(N(CC)C(C)C)(C)C.[C:27](Cl)(=[O:29])[CH3:28]>ClCCl.CN(C)C=O>[C:27]([O:1][CH2:2][CH2:3][N:4]1[CH:13]=[CH:12][C:11]2[C:6](=[CH:7][CH:8]=[CH:9][C:10]=2[N+:14]([O-:16])=[O:15])[C:5]1=[O:17])(=[O:29])[CH3:28]. Procedure details: 2-(2-Hydroxyethyl)-5-nitroisoquinolin-1(2H)-one (2.2 g, 0.0089 mol) was dissolved in the mixture of dichloromethane (20 mL) and dimethylformamide (10 mL), N,N-diisopropylethylamine (2.33 mL, 0.0134 mol) and acetyl chloride (1.06 g, 0.0134 mol) were added and the reaction mixture was stirred at room temperature for 30 min. The volatiles were removed, the residue was washed with water and then with diethyl ether to obtain a light yellow solid (2.45 g). MS m/z=276.5 (M+H). The reactants are O.NN (hydrazine monohydrate), BrC1=C(C(=C(C#N)C(=C1F)F)F)F (4-bromo-2,3,5,6-tetrafluorobenzonitrile), O (water). Solvent: C(C)O (ethanol). Yields the product BrC1=C(C(=C2C(=NNC2=C1F)N)F)F (6-bromo-4,5,7-trifluoro-1H-indazole-3-amine). As a reaction SMILES: O.[NH2:2][NH2:3].[Br:4][C:5]1[C:12]([F:13])=[C:11]([F:14])[C:8]([C:9]#[N:10])=[C:7](F)[C:6]=1[F:16].O>C(O)C>[Br:4][C:5]1[C:6]([F:16])=[C:7]2[C:8]([C:9]([NH2:10])=[N:2][NH:3]2)=[C:11]([F:14])[C:12]=1[F:13] |f:0.1|. Reported procedure: 1.14 cm3 of hydrazine monohydrate are added to 2.0 g of 4-bromo-2,3,5,6-tetrafluorobenzonitrile in 40 cm3 of absolute ethanol. The mixture is refluxed for 18 hours, 30 cm3 of distilled water are then added and the reaction medium is concentrated under reduced pressure (2 kPa; 50° C.). The residue is taken up in 100 cm3 of ethyl acetate and 10 cm3 of water, and the organic phase is separated out after settling of the phases has taken place, dried over magnesium sulphate, filtered and concentrated... As a reaction SMILES: [CH3:6][O:7][c:8]1[cH:9][cH:10][c:11](-[c:14]2[c:15]3[c:16]([c:17](=[O:20])[nH:18][n:19]2)[cH:21][n:22][cH:23][cH:24]3)[cH:12][cH:13]1.[OH2:25].[P:1]([Cl:2])([Cl:3])([Cl:4])=[O:5]>>[Cl:3][c:17]1[c:16]2[c:15]([c:14](-[c:11]3[cH:10][cH:9][c:8]([O:7][CH3:6])[cH:13][cH:12]3)[n:19][n:18]1)[cH:24][cH:23][n:22][cH:21]2. Reactants: COc1ccc(-c2n[nH]c(=O)c3cnccc23)cc1, O, O=P(Cl)(Cl)Cl. The product is COc1ccc(-c2nnc(Cl)c3cnccc23)cc1. The reactants are CC(=O)OCCOc1cccc(C#N)c1, CO, Cl, [Li+], C1CCOC1, [OH-]. Yields the product N#Cc1cccc(OCCO)c1. RXN SMILES: [C:1](=[O:2])([CH3:3])[O:4][CH2:5][CH2:6][O:7][c:8]1[cH:9][c:10]([C:14]#[N:15])[cH:11][cH:12][cH:13]1.[CH3:17][OH:18].[ClH:16].[Li+:24].[O:19]1[CH2:20][CH2:21][CH2:22][CH2:23]1.[OH-:25]>>[OH:4][CH2:5][CH2:6][O:7][c:8]1[cH:9][c:10]([C:14]#[N:15])[cH:11][cH:12][cH:13]1.